This data is from the Open Reaction Database (ORD), a public repository of structured organic reaction records. The task is: describe an organic reaction: reactants, conditions, products, and yield Reactants: C(C)OC(CN=C(C1=CC=CC=C1)C1=CC=CC=C1)=O (N-(Diphenylmethylene)Glycine ethyl ester), FC(OC=1C=C(CBr)C=CC1)F (3-(Difluoromethoxy)benzyl bromide), C(C)(C)(C)N=P1(N(CCCN1C)C)N(CC)CC (2-tert-butylimino-2-diethylamino-1,3-dimethylperhydro-1,3,2-diazaphosphorine). Reagents/catalysts: [Br-].C(CCC)[N+](CCCC)(CCCC)CCCC (Tetrabuylammonium Bromide). Run at temperature -78 celsius, time 30 minute. Product: C(C)OC(C(CC1=CC(=CC=C1)OC(F)F)N=C(C1=CC=CC=C1)C1=CC=CC=C1)=O (2-(Benzhydrylidene-amino)-3-(3-difluoromethoxy-phenyl)-propionic acid ethyl ester). The yield is 88.4%. As a reaction SMILES: [CH2:1]([O:3][C:4](=[O:20])[CH2:5][N:6]=[C:7]([C:14]1[CH:19]=[CH:18][CH:17]=[CH:16][CH:15]=1)[C:8]1[CH:13]=[CH:12][CH:11]=[CH:10][CH:9]=1)[CH3:2].[F:21][CH:22]([F:32])[O:23][C:24]1[CH:25]=[C:26]([CH:29]=[CH:30][CH:31]=1)[CH2:27]Br.C(N=P1(N(CC)CC)N(C)CCCN1C)(C)(C)C>[Br-].C([N+](CCCC)(CCCC)CCCC)CCC>[CH2:1]([O:3][C:4](=[O:20])[CH:5]([N:6]=[C:7]([C:14]1[CH:19]=[CH:18][CH:17]=[CH:16][CH:15]=1)[C:8]1[CH:9]=[CH:10][CH:11]=[CH:12][CH:13]=1)[CH2:27][C:26]1[CH:29]=[CH:30][CH:31]=[C:24]([O:23][CH:22]([F:21])[F:32])[CH:25]=1)[CH3:2] |f:3.4|. Procedure: N-(Diphenylmethylene)Glycine ethyl ester (500 mg, 1.87 mmol), Tetrabuylammonium Bromide (63 mg, 0.187 mmol) and 3-(Difluoromethoxy)benzyl bromide (0.5 mL, 1.87 mmol) were placed in a flask. The flask was evacuated and backfilled with argon. Anhyd dichloromethane was added to the flask, and the reaction was cooled in dry-ice acetone bath to −78° C. 2-tert-butylimino-2-diethylamino-1,3-dimethylperhydro-1,3,2-diazaphosphorine (0.7 mL, 2.44 mmol) was added slowly under argon at −78° C. The reaction ...